Dataset: the Open Reaction Database (ORD), a public repository of structured organic reaction records. Task: describe an organic reaction: reactants, conditions, products, and yield The reactants are 2′,3′,6′-trifluorophenyl 3-methoxy-10-methylacridan-9-carboxylate, compound 13, C1(=CC=CC=C1)C1=CC=C(C=C1)O (4-phenylphenol), C(=O)(N)N.OO (urea peroxide), C(CN(CC(=O)O)CC(=O)O)N(CC(=O)O)CC(=O)O (EDTA), TWEEN 20. Run in reagent. Run at time 10 minute. Yields the product C1=CC=CC=2NC3=CC=CC=C3CC12 (Acridan). Reaction SMILES: [C:1]1([C:7]2[CH:12]=[CH:11][C:10](O)=[CH:9][CH:8]=2)[CH:6]=[CH:5][CH:4]=[CH:3][CH:2]=1.[C:14]([NH2:17])(N)=O.OO.C(N(CC(O)=O)CC(O)=O)CN(CC(O)=O)CC(O)=O>>[CH:2]1[C:1]2[CH2:7][C:8]3[C:14](=[CH:12][CH:11]=[CH:10][CH:9]=3)[NH:17][C:6]=2[CH:5]=[CH:4][CH:3]=1 |f:1.2|. Procedure: Chemiluminescent HRP detection limit using a reagent composition containing 0.05 mM 2′,3′,6′-trifluorophenyl 3-methoxy-10-methylacridan-9-carboxylate (compound 13), 0.1 mM 4-phenylphenol, 0.5 mM urea peroxide, 1 mM EDTA, and 0.025% TWEEN 20 in 0.01 M tris buffer, pH 8.0 was obtained on a Labsystems Luminoskan microtiter plate reader. White Microlite 1 FB 12-well strips (Dynatech Laboratories) containing 100 μL of the reagent in each well were reacted with 10 μL of HRP dilutions. Light intensity ... The reactants are ice water, BrC=1C(=NC=CC1)C(=O)OC (methyl 3-bromo-pyridine-2-carboxylate), Pd[PPh3 ]2Cl2, C(C=C)[Sn](CCCC)(CCCC)CCCC (allyl-tributyltin). Solvent: CN(C)C=O (DMF). Reaction conditions: temperature 90 celsius, time 17 hour. Product: C(C=C)C=1C(=NC=CC1)C(=O)OC (methyl 3-allyl-pyridine-2-carboxylate). Yield: 111.7%. Reaction SMILES: Br[C:2]1[C:3]([C:8]([O:10][CH3:11])=[O:9])=[N:4][CH:5]=[CH:6][CH:7]=1.[CH2:12]([Sn](CCCC)(CCCC)CCCC)[CH:13]=[CH2:14]>CN(C=O)C>[CH2:14]([C:2]1[C:3]([C:8]([O:10][CH3:11])=[O:9])=[N:4][CH:5]=[CH:6][CH:7]=1)[CH:13]=[CH2:12]. Procedure details: A mixture of methyl 3-bromo-pyridine-2-carboxylate (11.06 g; 51.2 mmol) Pd[PPh3 ]2Cl2 (1.09 g; 1.55 mmol), and allyl-tributyltin (20.34 g; 61.44 mmol) in DMF under nitrogen was heated at 90° C. for 9.5 hours and then stirred at room temperature overnight (17 hours) . The mixture was poured into ice/water (450 ml) and extracted with ether (4x) . The organic layer was washed with brine, dried over sodium sulfate, and concentrated in vacuo. The resulting residue (yellow oil) was purified by flash c... The reactants are C[Li] (Methyllithium), CC=1C(CCC(C1)=O)C(=O)OC (methyl 2-methyl-4-oxocyclohex-2-enecarboxylate). Reagents/catalysts: [Cu](I)I (Copper iodide). The solvent is CCOCC (Et2O), [Cl-].[NH4+] (ammonium chloride), CCOCC (Et2O). Run at temperature -20 celsius, time 5 hour. Product: CC1(C(CCC(C1)=O)C(=O)OC)C (Methyl 2,2-dimethyl-4-oxocyclohexanecarboxylate). RXN SMILES: [CH3:1][Li].[CH3:3][C:4]1[CH:5]([C:11]([O:13][CH3:14])=[O:12])[CH2:6][CH2:7][C:8](=[O:10])[CH:9]=1>CCOCC.[Cl-].[NH4+].[Cu](I)I>[CH3:3][C:4]1([CH3:1])[CH2:9][C:8](=[O:10])[CH2:7][CH2:6][CH:5]1[C:11]([O:13][CH3:14])=[O:12] |f:3.4|. Procedure details: Copper iodide (121.8 g, 639.54 mmol) was suspended in Et2O (800 mL). Methyllithium (1.6 M in diethyl ether, 800 mL, 1.28 mol) was added dropwise at −40° C. over 3 hours. A solution of methyl 2-methyl-4-oxocyclohex-2-enecarboxylate (53.8 g, 319.88 mmol) in Et2O (400 mL) was added at −40° C. over 2 minutes. The resulting solution was stirred 5 hours at −20° C. The mixture was diluted with saturated aqueous ammonium chloride (2.5 L) and extracted with EtOAc (3×2 L). The combined organic extracts we... The reactants are CCOC(=O)CC(=O)C1=CC=CC=C1 (Ethyl benzoyl acetate), NC=1SC2=C(N1)C=CC(=C2)OC (2-amino-6-methoxy benzothiazole). Run in CC(=O)C (acetone). Product: amide, COC1=CC2=C(N=C(S2)NC(CC(C2=CC=CC=C2)=O)=O)C=C1 (N-(6-methoxybenzothiazol -2-yl)-3-oxo-3-phenylpropanamide). Reaction SMILES: CCO[C:4]([CH2:6][C:7]([C:9]1[CH:14]=[CH:13][CH:12]=[CH:11][CH:10]=1)=[O:8])=[O:5].[NH2:15][C:16]1[S:17][C:18]2[CH:24]=[C:23]([O:25][CH3:26])[CH:22]=[CH:21][C:19]=2[N:20]=1>CC(C)=O>[CH3:26][O:25][C:23]1[CH:22]=[CH:21][C:19]2[N:20]=[C:16]([NH:15][C:4](=[O:5])[CH2:6][C:7](=[O:8])[C:9]3[CH:10]=[CH:11][CH:12]=[CH:13][CH:14]=3)[S:17][C:18]=2[CH:24]=1. Reported procedure: Ethyl benzoyl acetate (9.5 ml) and 2-amino-6-methoxy benzothiazole (9.01 g) are heated to 140° under house vacuum for 2 hours. After cooling, the residue is taken up in acetone and filtered. The precipitate is dissolved in hot DMF to give an amide, N-(6-methoxybenzothiazol -2-yl)-3-oxo-3-phenylpropanamide (II). Reactants: C(C)C=1C=CC(=C(C1)O)I (5-ethyl-2-iodophenol), C([O-])([O-])=O.[K+].[K+] (potassium carbonate), IC(C)C (2-iodopropane). Run in O (water). Product: C(C)C1=CC(=C(C=C1)I)OC(C)C (4-ethyl-1-iodo-2-isopropoxy-benzene). Yield: 80.1%. Reaction SMILES: [CH2:1]([C:3]1[CH:4]=[CH:5][C:6]([I:10])=[C:7]([OH:9])[CH:8]=1)[CH3:2].C(=O)([O-])[O-].[K+].[K+].I[CH:18]([CH3:20])[CH3:19]>O>[CH2:1]([C:3]1[CH:4]=[CH:5][C:6]([I:10])=[C:7]([O:9][CH:18]([CH3:20])[CH3:19])[CH:8]=1)[CH3:2] |f:1.2.3|. Procedure: A mixture of 5-ethyl-2-iodophenol (1.0 g, 4 mmol), potassium carbonate (1.10 g, 8 mmol) and 2-iodopropane (0.80 mL, 8 mmol) was heated at reflux for 6 h. The reaction mixture was cooled to room temperature and water was added. The mixture was extracted with diethyl ether. The combined organic extracts were washed with brine and dried over anhydrous magnesium sulfate. The solid was then filtered off, and the filtrate was concentrated in vacuo. Purification of the residue by flash chromatography (... Reactants: ClC=1N=CNC1Cl (4,5-Dichloroimidazole), [OH-].[K+] (Potassium hydroxide), BrCC (1-bromethane), [K+].[Br-] (KBr), BrCCC1=CC2=CC=CC=C2C=C1 (2-(2-bromoethyl)naphthalene). The solvent is C(C)#N (acetonitrile). Conditions: time 0.5 hour. Yields the product [Br-].C(CCCCCCCCCCC)[N+]1=CN(C(=C1Cl)Cl)C1(CC2=CC=CC=C2C=C1)CC (1-dodecyl-3-(2-ethyl-2-naphthyl)-4,5-dichloroimidazolium bromide). As a reaction SMILES: [Cl:1][C:2]1[N:3]=[CH:4][NH:5][C:6]=1[Cl:7].[OH-].[K+].[Br:10][CH2:11][CH3:12].[K+].[Br-].Br[CH2:16][CH2:17][C:18]1[CH:27]=[CH:26][C:25]2[C:20](=[CH:21][CH:22]=[CH:23][CH:24]=2)[CH:19]=1>C(#N)C>[Br-:10].[CH2:16]([N+:3]1[C:2]([Cl:1])=[C:6]([Cl:7])[N:5]([C:18]2([CH2:17][CH3:16])[CH:27]=[CH:26][C:25]3[C:20](=[CH:21][CH:22]=[CH:23][CH:24]=3)[CH2:19]2)[CH:4]=1)[CH2:17][CH2:18][CH2:19][CH2:20][CH2:21][CH2:22][CH2:23][CH2:24][CH2:25][CH2:11][CH3:12] |f:1.2,4.5,8.9|. Procedure: 4,5-Dichloroimidazole (1.23 g, 9 mmol) will be dissolved into acetonitrile. Potassium hydroxide (0.61 g, 9.9 mmol) will be added and the mixture will be allowed to stir for 0.5 h. 1-bromethane (9 mmol) will be added and the solution will be allowed to reflux overnight. The solution will be filtered hot to remove a white precipitate (presumed to be KBr) and 2-(2-bromoethyl)naphthalene (9 mmol) will be added and the mixture will be returned to reflux overnight. The mixture will be allowed to cool ...